This data is from the Open Reaction Database (ORD), a public repository of structured organic reaction records. The task is: describe an organic reaction: reactants, conditions, products, and yield Starting materials: ClC=1C=CC(=C(C1)C1=CC(N(C=C1)C(C(=O)O)C)=O)C#C (2-[4-(5-chloro-2-ethynylphenyl)-2-oxopyridin-1(2H)-yl]propanoic acid), NC1=CC=C(C(=O)OC)C=C1 (methyl 4-aminobenzoate). Yields the product ClC=1C=CC(=C(C1)C1=CC(N(C=C1)C(C(=O)NC1=CC=C(C(=O)OC)C=C1)C)=O)C#C (Methyl 4-({2-[4-(5-chloro-2-ethynylphenyl)-2-oxopyridin-1(2H)-yl]propanoyl}amino)benzoate). Reaction SMILES: [Cl:1][C:2]1[CH:3]=[CH:4][C:5]([C:20]#[CH:21])=[C:6]([C:8]2[CH:13]=[CH:12][N:11]([CH:14]([CH3:18])[C:15]([OH:17])=O)[C:10](=[O:19])[CH:9]=2)[CH:7]=1.[NH2:22][C:23]1[CH:32]=[CH:31][C:26]([C:27]([O:29][CH3:30])=[O:28])=[CH:25][CH:24]=1>>[Cl:1][C:2]1[CH:3]=[CH:4][C:5]([C:20]#[CH:21])=[C:6]([C:8]2[CH:13]=[CH:12][N:11]([CH:14]([CH3:18])[C:15]([NH:22][C:23]3[CH:24]=[CH:25][C:26]([C:27]([O:29][CH3:30])=[O:28])=[CH:31][CH:32]=3)=[O:17])[C:10](=[O:19])[CH:9]=2)[CH:7]=1. Reported procedure: 50 mg (purity 82%, 0.32 mmol) of 2-[4-(5-chloro-2-ethynylphenyl)-2-oxopyridin-1(2H)-yl]propanoic acid (racemate) and 1.2 eq. of methyl 4-aminobenzoate were reacted according to General Method 5A. Yield: 15 mg (25% of theory) Starting materials: C([O-])([O-])=O.[K+].[K+] (Potassium carbonate), BrCC(=O)OC(C)(C)C (tert-butyl bromoacetate), CN(C=O)C (N,N-dimethylformamide), OC1=CC=C(C=C1)CC(=O)OCC1=CC=CC=C1 (benzyl (4-hydroxyphenyl)acetate). Solvent: O (water). Conditions: time 1 hour. The product is C(C1=CC=CC=C1)OC(CC1=CC=C(OCC(=O)OC(C)(C)C)C=C1)=O (tert-butyl {4-[2-(benzyloxy)-2-oxoethyl]phenoxy}acetate). Isolated yield 98.3%. RXN SMILES: C(=O)([O-])[O-].[K+].[K+].Br[CH2:8][C:9]([O:11][C:12]([CH3:15])([CH3:14])[CH3:13])=[O:10].CN(C)C=O.[OH:21][C:22]1[CH:27]=[CH:26][C:25]([CH2:28][C:29]([O:31][CH2:32][C:33]2[CH:38]=[CH:37][CH:36]=[CH:35][CH:34]=2)=[O:30])=[CH:24][CH:23]=1>O>[CH2:32]([O:31][C:29](=[O:30])[CH2:28][C:25]1[CH:24]=[CH:23][C:22]([O:21][CH2:8][C:9]([O:11][C:12]([CH3:15])([CH3:14])[CH3:13])=[O:10])=[CH:27][CH:26]=1)[C:33]1[CH:34]=[CH:35][CH:36]=[CH:37][CH:38]=1 |f:0.1.2|. Reported procedure: Potassium carbonate (1.38 g) and tert-butyl bromoacetate (1.07 g) were added to a dehydrated N,N-dimethylformamide (17 mL) solution of benzyl (4-hydroxyphenyl)acetate (1.21 g) at room temperature, followed by stirring for 1 hour. Thereafter, water was added to the reaction mixture on an ice bath, and extraction was performed with hexane:ethyl acetate=2:1. The resulting organic phase was washed with an aqueous saturated sodium chloride solution and dried with anhydrous sodium sulfate, followed by... Starting materials: C(C)(C)(C)OC(NCCNC(=O)C=1C=CC2=C(NC(CC3=C2N=C(N=C3)NC3=CC(=C(C=C3)OC)OC)=O)C1)=O ((2-{[2-(3,4-dimethoxy-phenylamino)-6-oxo-6,7-dihydro-5H-benzo[b]pyrimido[4,5-d]azepine-9-carbonyl]-amino}-ethyl)-carbamic acid tert-butyl ester), C(Cl)Cl (CH2Cl2), CO (MeOH), Cl (HCl). Solvent: O1CCOCC1 (dioxane). Run at time 8 hour. Yields the product NCCNC(=O)C=1C=CC2=C(NC(CC3=C2N=C(N=C3)NC3=CC(=C(C=C3)OC)OC)=O)C1 (2-(3,4-Dimethoxy-phenylamino)-6-oxo-6,7-dihydro-5H-benzo[b]pyrimido[4,5-d]azepine-9-carboxylic acid (2-amino-ethyl)-amide). As a reaction SMILES: C(OC(=O)[NH:7][CH2:8][CH2:9][NH:10][C:11]([C:13]1[CH:14]=[CH:15][C:16]2[C:22]3[N:23]=[C:24]([NH:27][C:28]4[CH:33]=[CH:32][C:31]([O:34][CH3:35])=[C:30]([O:36][CH3:37])[CH:29]=4)[N:25]=[CH:26][C:21]=3[CH2:20][C:19](=[O:38])[NH:18][C:17]=2[CH:39]=1)=[O:12])(C)(C)C.C(Cl)Cl.CO.Cl>O1CCOCC1>[NH2:7][CH2:8][CH2:9][NH:10][C:11]([C:13]1[CH:14]=[CH:15][C:16]2[C:22]3[N:23]=[C:24]([NH:27][C:28]4[CH:33]=[CH:32][C:31]([O:34][CH3:35])=[C:30]([O:36][CH3:37])[CH:29]=4)[N:25]=[CH:26][C:21]=3[CH2:20][C:19](=[O:38])[NH:18][C:17]=2[CH:39]=1)=[O:12]. Procedure details: To a mixture of (2-{[2-(3,4-dimethoxy-phenylamino)-6-oxo-6,7-dihydro-5H-benzo[b]pyrimido[4,5-d]azepine-9-carbonyl]-amino}-ethyl)-carbamic acid tert-butyl ester (I-71-a) (0.18 mmol) in 1:1 mixture of CH2Cl2:MeOH (4 mL) was added 4M HCl in dioxane (2 mL). The mixture stirred overnight and was concentrated. The mixture was purified by C-18 RP LC-MS chromatography to give I-71 (17%): HRMS Calcd. for C23H24N6O4: 449.1937, Found 449.1935.